This data is from the Open Reaction Database (ORD), a public repository of structured organic reaction records. The task is: describe an organic reaction: reactants, conditions, products, and yield Reactants: CCCBr, COC(=O)c1c[nH]c2ccccc12, [K+], [K+], O=C([O-])[O-], CN(C)C=O. Product: CCCn1cc(C(=O)OC)c2ccccc21. Reaction SMILES: [Br:20][CH2:21][CH2:22][CH3:23].[CH3:1][O:2][C:3](=[O:4])[c:5]1[cH:6][nH:7][c:8]2[cH:9][cH:10][cH:11][cH:12][c:13]12.[K+:14].[K+:15].[O-:16][C:17]([O-:18])=[O:19].[O:24]=[CH:25][N:26]([CH3:27])[CH3:28]>>[CH3:1][O:2][C:3](=[O:4])[c:5]1[cH:6][n:7]([CH2:21][CH2:22][CH3:23])[c:8]2[cH:9][cH:10][cH:11][cH:12][c:13]12. Starting materials: ClCC1=CC(=NN1CC)C1=CC(=C(C(=C1)OC)OC)OC (5-chloromethyl-1-ethyl-3-(3,4,5-trimethoxy-phenyl)-1H-pyrazole), CC(=O)C1=CC=C(C=C1)C(F)(F)F (4-trifluoromethylacetophenone), C(C)NN (ethyl hydrazine). The product is ClCC1=CC(=NN1CC)C1=CC=C(C=C1)C(F)(F)F (5-chloromethyl-1-ethyl-3-(4-trifluoromethyl-phenyl)-1H-pyrazole). Reaction SMILES: [Cl:1][CH2:2][C:3]1[N:7]([CH2:8][CH3:9])[N:6]=[C:5]([C:10]2[CH:15]=[C:14](OC)[C:13](OC)=[C:12](OC)[CH:11]=2)[CH:4]=1.CC(C1C=CC([C:31]([F:34])([F:33])[F:32])=CC=1)=O.C(NN)C>>[Cl:1][CH2:2][C:3]1[N:7]([CH2:8][CH3:9])[N:6]=[C:5]([C:10]2[CH:15]=[CH:14][C:13]([C:31]([F:34])([F:33])[F:32])=[CH:12][CH:11]=2)[CH:4]=1. Reported procedure: 5-chloromethyl-1-ethyl-3-(4-trifluoromethyl-phenyl)-1H-pyrazole was prepared in analogy to the prepaparation of 5-chloromethyl-1-ethyl-3-(3,4,5-trimethoxy-phenyl)-1H-pyrazole described by Kodama et al. (U.S. Pat. No. 6,472,386), but starting from 4-trifluoromethylacetophenone instead of 3′4′5′-trimethoxyacetophenone and using ethyl hydrazine instead of methylhydrazine. Starting materials: C1OC23[C@]4(C)[C@@H](CC2(OCCO3)OC1)[C@@H]1CC(C3CCCC[C@]3(C)[C@H]1CC4)=O (17,17-bis(ethylendioxy)androstane-6-one), C1OC23[C@]4(C)[C@@H](CC2(OCCO3)OC1)[C@@H]1CC(C3CCCC[C@]3(C)[C@H]1CC4)=C (17,17-bis(ethylendioxy)-6-methyleneandrostane). Reagents/catalysts: [Br-].C(C)[P+](C1=CC=CC=C1)(C1=CC=CC=C1)C1=CC=CC=C1 ((ethyl)triphenylphosphonium bromide). The product is C1OC23[C@]4(C)[C@@H](CC2(OCCO3)OC1)[C@@H]1C\C(\C3CCCC[C@]3(C)[C@H]1CC4)=C/C (17,17-Bis(ethylendioxy)-6(E)-ethylidenandrostane). Isolated yield 96.0%. RXN SMILES: [CH2:1]1COC23OCCOC2([C@]2(CC[C@H]4[C@@H](CC(=O)C5[C@]4(C)CCCC5)[C@@H]2C3)C)O1.[CH2:29]1[CH2:42][O:41][C:36]23[O:37][CH2:38][CH2:39][O:40][C:31]2([C@:32]2([CH2:55][CH2:54][C@H:53]4[C@@H:43]([CH2:44][C:45](=[CH2:56])[CH:46]5[C@:51]4([CH3:52])[CH2:50][CH2:49][CH2:48][CH2:47]5)[C@@H:34]2[CH2:35]3)[CH3:33])[O:30]1>[Br-].C([P+](C1C=CC=CC=1)(C1C=CC=CC=1)C1C=CC=CC=1)C>[CH2:39]1[CH2:38][O:37][C:36]23[O:41][CH2:42][CH2:29][O:30][C:31]2([C@:32]2([CH2:55][CH2:54][C@H:53]4[C@@H:43]([CH2:44]/[C:45](=[CH:56]\[CH3:1])/[CH:46]5[C@:51]4([CH3:52])[CH2:50][CH2:49][CH2:48][CH2:47]5)[C@@H:34]2[CH2:35]3)[CH3:33])[O:40]1 |f:2.3|. Reported procedure: 17,17-Bis(ethylendioxy)-6(E)-ethylidenandrostane was prepared in 96% yield from 3,3:17,17-bis(ethylendioxy)androstane-6-one and (ethyl)triphenylphosphonium bromide by the procedure described above for the preparation of 3,3:17,17-bis(ethylendioxy)-6-methyleneandrostane (Prepn. 8). The mixture was purified by flash chromatography (SiO2, cyclohexane/EtOAc 85/15). 1H-NMR (300 MHz, acetone-d6, ppm from TMS): δ 4.91 (m, 1H), 3.93-3.78 (m, 8H), 2.69 (m, 1H), 2.10-0.85 (m, 22H), 0.81 (s, 3H), 0.66 (s, ...